The task is: describe an organic reaction: reactants, conditions, products, and yield. This data is from the Open Reaction Database (ORD), a public repository of structured organic reaction records. Starting materials: O=C([O-])[O-], CCBr, CN(C)C=O, [I-], [K+], [K+], [K+], COc1ccc(C2=NOC3(CCOC3)C2)cc1O, O. The product is CCOc1cc(C2=NOC3(CCOC3)C2)ccc1OC. RXN SMILES: [C:21](=[O:22])([O-:23])[O-:24].[CH2:27]([CH3:28])[Br:29].[CH3:30][N:31]([CH3:32])[CH:33]=[O:34].[I-:20].[K+:19].[K+:25].[K+:26].[O:1]1[N:2]=[C:3]([c:10]2[cH:11][cH:12][c:13]([O:17][CH3:18])[c:14]([OH:16])[cH:15]2)[CH2:4][C:5]12[CH2:6][O:7][CH2:8][CH2:9]2.[OH2:35]>>[O:1]1[N:2]=[C:3]([c:10]2[cH:11][cH:12][c:13]([O:17][CH3:18])[c:14]([O:16][CH2:27][CH3:28])[cH:15]2)[CH2:4][C:5]12[CH2:6][O:7][CH2:8][CH2:9]2. Reactants: C(C)(C)(C)OC(=O)NCC1=C(C(=O)NCCCCS(=O)(=O)N(C)C2=C3C=CC=NC3=C(C(=N2)C(=O)OC)OS(=O)(=O)C2=CC=C(C)C=C2)C=C(C=C1)F (Methyl 5-(4-(2-((tert-butoxycarbonylamino)methyl)-5-fluorobenzamido)-N-methylbutylsulfonamido)-8-(tosyloxy)-1,6-naphthyridine-7-carboxylate), C1CCOC1 (THF), Cl (HCl), [OH-].[Li+] (lithium hydroxide). Isolated yield 41.0%. Reaction SMILES: [C:1]([O:5][C:6]([NH:8][CH2:9][C:10]1[CH:52]=[CH:51][C:50]([F:53])=[CH:49][C:11]=1[C:12]([NH:14][CH2:15][CH2:16][CH2:17][CH2:18][S:19]([N:22]([C:24]1[N:33]=[C:32]([C:34]([O:36]C)=[O:35])[C:31]([O:38][S:39]([C:42]2[CH:48]=[CH:47][C:45]([CH3:46])=[CH:44][CH:43]=2)(=[O:41])=[O:40])=[C:30]2[C:25]=1[CH:26]=[CH:27][CH:28]=[N:29]2)[CH3:23])(=[O:21])=[O:20])=[O:13])=[O:7])([CH3:4])([CH3:3])[CH3:2].C1COCC1.[OH-].[Li+].Cl>O.C(OCC)(=O)C>[C:1]([O:5][C:6]([NH:8][CH2:9][C:10]1[CH:52]=[CH:51][C:50]([F:53])=[CH:49][C:11]=1[C:12]([NH:14][CH2:15][CH2:16][CH2:17][CH2:18][S:19]([N:22]([C:24]1[N:33]=[C:32]([C:34]([OH:36])=[O:35])[C:31]([O:38][S:39]([C:42]2[CH:48]=[CH:47][C:45]([CH3:46])=[CH:44][CH:43]=2)(=[O:41])=[O:40])=[C:30]2[C:25]=1[CH:26]=[CH:27][CH:28]=[N:29]2)[CH3:23])(=[O:20])=[O:21])=[O:13])=[O:7])([CH3:4])([CH3:2])[CH3:3] |f:2.3|. Product: C(C)(C)(C)OC(=O)NCC1=C(C(=O)NCCCCS(=O)(=O)N(C)C2=C3C=CC=NC3=C(C(=N2)C(=O)O)OS(=O)(=O)C2=CC=C(C)C=C2)C=C(C=C1)F (5-(4-(2-((Tert-butoxycarbonylamino)methyl)-5-fluorobenzamido)-N-methylbutylsulfonamido)-8-(tosyloxy)-1,6-naphthyridine-7-carboxylic acid). Procedure: To a solution of methyl 5-(4-(2-((tert-butoxycarbonylamino)methyl)-5-fluorobenzamido)-N-methylbutylsulfonamido)-8-(tosyloxy)-1,6-naphthyridine-7-carboxylate (Example 3.3; 2.75 mmol) in a 1:1 mixture of THF and water (5.5 mL) was added lithium hydroxide (4.13 mmol) at room temperature. After the reaction was finished, ethyl acetate and water were added. The aquous layer was treated with HCl 1N until pH=5-6. The aqueous layer was extracted with ethyl acetate. The organic layer was dried over MgSO4... The solvent is O (water), O (water), C(C)(=O)OCC (ethyl acetate). Reactants: CC(C)(C)OC(=O)NCCC(O)c1nccs1, CCOC(C)=O, CN(C)C=O, CCCC(C)C, N#Cc1ccc(Cl)cc1F, [H-], [Na+]. The product is CC(C)(C)OC(=O)NCCC(Oc1cc(Cl)ccc1C#N)c1nccs1. Reaction SMILES: [CH3:11][C:12]([CH3:13])([CH3:14])[O:15][C:16]([NH:17][CH2:18][CH2:19][CH:20]([c:21]1[s:22][cH:23][cH:24][n:25]1)[OH:26])=[O:27].[CH3:30][CH2:31][O:32][C:33](=[O:34])[CH3:35].[CH3:36][N:37]([CH3:38])[CH:39]=[O:40].[CH3:41][CH2:42][CH2:43][CH:44]([CH3:45])[CH3:46].[Cl:1][c:2]1[cH:3][c:4]([F:10])[c:5]([C:6]#[N:7])[cH:8][cH:9]1.[H-:28].[Na+:29]>>[Cl:1][c:2]1[cH:3][c:4]([O:26][CH:20]([CH2:19][CH2:18][NH:17][C:16]([O:15][C:12]([CH3:11])([CH3:13])[CH3:14])=[O:27])[c:21]2[s:22][cH:23][cH:24][n:25]2)[c:5]([C:6]#[N:7])[cH:8][cH:9]1.